This data is from the Open Reaction Database (ORD), a public repository of structured organic reaction records. The task is: describe an organic reaction: reactants, conditions, products, and yield The reactants are C(C)OC(=O)CN1C(N(C(C2=C1SC=C2C)=O)CC2=CC(=C(C=C2)Cl)Cl)=O (1-ethoxycarbonylmethyl-3-(3,4-dichlorobenzyl)-5-methylthieno[2,3-d]pyrimidin-2,4(1H,3H)-dione), BrN1C(CCC1=O)=O (N-bromosuccinimide). Solvent: ClC(Cl)(Cl)Cl (tetrachloromethane). Yields the product C(C)OC(=O)CN1C(N(C(C2=C1SC(=C2C)Br)=O)CC2=CC(=C(C=C2)Cl)Cl)=O (1-ethoxycarbonylmethyl-3-(3,4-dichlorobenzyl)-6-bromo-5-methylthieno[2,3-d]pyrimidin-2,4(1H,3H)-dione). Isolated yield 85.0%. RXN SMILES: [CH2:1]([O:3][C:4]([CH2:6][N:7]1[C:12]2[S:13][CH:14]=[C:15]([CH3:16])[C:11]=2[C:10](=[O:17])[N:9]([CH2:18][C:19]2[CH:24]=[CH:23][C:22]([Cl:25])=[C:21]([Cl:26])[CH:20]=2)[C:8]1=[O:27])=[O:5])[CH3:2].[Br:28]N1C(=O)CCC1=O>ClC(Cl)(Cl)Cl>[CH2:1]([O:3][C:4]([CH2:6][N:7]1[C:12]2[S:13][C:14]([Br:28])=[C:15]([CH3:16])[C:11]=2[C:10](=[O:17])[N:9]([CH2:18][C:19]2[CH:24]=[CH:23][C:22]([Cl:25])=[C:21]([Cl:26])[CH:20]=2)[C:8]1=[O:27])=[O:5])[CH3:2]. Procedure: A 0.3 g quantity of 1-ethoxycarbonylmethyl-3-(3,4-dichlorobenzyl)-5-methylthieno[2,3-d]pyrimidin-2,4(1H,3H)-dione (compound IV-5) synthesized in Reference Example 6 and 0.137 g of N-bromosuccinimide were dissolved in 30 ml of anhydrous tetrachloromethane, and the mixture was refluxed for 2 hours. The solvent was distilled off under reduced pressure and the residual solid obtained was purified by silica gel column chromatography (eluent:chloroform:n-hexane=2:1) to afford 0.30 g of 1-ethoxycarbony... The reactants are [OH-].[K+] (potassium hydroxide), N(=O)CNC(=O)N (nitrosomethylurea), C(C)OCC (ethyl ether), resultant solution, C(C)(C)(C)OC(N[C@H]1CN(CCC1)C1=CC(=NC(=C1[N+](=O)[O-])NC)OC=O)=O ((R)-1-[2-formyloxy-5-nitro-6-methylaminopyridin-4-yl]piperidine-3-carbamic acid tert-butyl ester). Run in C(C)(=O)OCC (ethyl acetate), O (water), C(C)(=O)O (acetic acid), O1CCCC1 (tetrahydrofuran). Yields the product C(C)(C)(C)OC(N[C@H]1CN(CCC1)C1=CC(=NC(=C1[N+](=O)[O-])NC)C(=O)OC)=O ((R)-1-[2-methoxycarbonyl-5-nitro-6-methylaminopyridin-4-yl]piperidine-3-carbamic acid tert-butyl ester). Isolated yield 53.8%. RXN SMILES: [OH-].[K+].N(CN[C:7](N)=[O:8])=O.[CH2:10]([O:12]CC)C.[C:15]([O:19][C:20](=[O:42])[NH:21][C@@H:22]1[CH2:27][CH2:26][CH2:25][N:24]([C:28]2[C:33]([N+:34]([O-:36])=[O:35])=[C:32]([NH:37][CH3:38])[N:31]=[C:30](OC=O)[CH:29]=2)[CH2:23]1)([CH3:18])([CH3:17])[CH3:16]>C(OCC)(=O)C.O.C(O)(=O)C.O1CCCC1>[C:15]([O:19][C:20](=[O:42])[NH:21][C@@H:22]1[CH2:27][CH2:26][CH2:25][N:24]([C:28]2[C:33]([N+:34]([O-:36])=[O:35])=[C:32]([NH:37][CH3:38])[N:31]=[C:30]([C:10]([O:8][CH3:7])=[O:12])[CH:29]=2)[CH2:23]1)([CH3:16])([CH3:17])[CH3:18] |f:0.1|. Procedure: In a dry reaction bottle, 128 mL 50% potassium hydroxide solution was added dropwise to a mixture of 15.93 g nitrosomethylurea and 300 mL ethyl ether at −20° C. The resultant solution was added dropwise to a mixture of 11.85 g (R)-1-[2-formyloxy-5-nitro-6-methylaminopyridin-4-yl]piperidine-3-carbamic acid tert-butyl ester (30 mmol) and 240 mL tetrahydrofuran at the same temperature. After addition, the reaction was stopped. Glacial acetic acid was added, and then water and ethyl acetate were add... Reactants: BrC1=CC=C(C=C1)S(=O)(=O)C=1C=C(C(=CC1C)O)O (4-(4-bromophenylsulphonyl)-5-methyl-1,2-benzenediol), C([O-])([O-])=O.[K+].[K+] (potassium carbonate), BrC(C(=O)O)Br (dibromoacetic acid). Solvent: CN(C=O)C (dimethylformamide), CN(C=O)C (dimethylformamide). The product is BrC1=CC=C(C=C1)S(=O)(=O)C1=CC2=C(OC(O2)C(=O)O)C=C1C (5-(4-bromophenylsulphonyl)-6-methyl-1,3-benzodioxole-2-carboxylic acid). Reaction SMILES: [Br:1][C:2]1[CH:7]=[CH:6][C:5]([S:8]([C:11]2[CH:12]=[C:13]([OH:19])[C:14]([OH:18])=[CH:15][C:16]=2[CH3:17])(=[O:10])=[O:9])=[CH:4][CH:3]=1.C(=O)([O-])[O-].[K+].[K+].Br[CH:27](Br)[C:28]([OH:30])=[O:29]>CN(C)C=O>[Br:1][C:2]1[CH:7]=[CH:6][C:5]([S:8]([C:11]2[C:16]([CH3:17])=[CH:15][C:14]3[O:18][CH:27]([C:28]([OH:30])=[O:29])[O:19][C:13]=3[CH:12]=2)(=[O:10])=[O:9])=[CH:4][CH:3]=1 |f:1.2.3|. Reported procedure: In a manner analogous to that described in Example 15, 60.0 g of 4-(4-bromophenylsulphonyl)-5-methyl-1,2-benzenediol are reacted in the presence of 120 g of potassium carbonate in 300 ml of dimethylformamide with a solution of 76.2 g of dibromoacetic acid in 100 ml of dimethylformamide. After working up and chromatographic purification in a manner analogous to that described in Example 15 and crystallisation from 1,2-dichloroethane, 5-(4-bromophenylsulphonyl)-6-methyl-1,3-benzodioxole-2-carboxyl...